The task is: describe an organic reaction: reactants, conditions, products, and yield. This data is from the Open Reaction Database (ORD), a public repository of structured organic reaction records. The reactants are [OH-].[Na+] (sodium hydroxide), [H-].[Al+3].[Li+].[H-].[H-].[H-] (lithium aluminum hydride), CCOCC (ether), C(C)(=O)O[C@@H]1OC=C([C@@H]2[C@H]1[C@@H](CC2)C)C(=O)OC (methyl (1S, 4aS, 7R, 7aR)-1-acetoxy-7-methyl-1, 4a, 5, 6, 7, 7a-hexahydrocyclopenta[c]pyran-4-carboxylate), Example 52. The solvent is O1CCCC1 (tetrahydrofuran), O1CCCC1 (tetrahydrofuran). Product: OC[C@H]1[C@H](CC[C@H]1C)C(CO)=C (2-[(1S, 2R, 3R)-2-(hydroxymethyl)-3-methylcyclopent-1-yl]-2-propen-1-ol). The yield is 57.2%. Reaction SMILES: [H-].[Al+3].[Li+].[H-].[H-].[H-].C([O:10][C@H:11]1[C@@H:16]2[C@H:17]([CH3:20])[CH2:18][CH2:19][C@@H:15]2[C:14]([C:21](OC)=O)=[CH:13][O:12]1)(=O)C.CCOCC.[OH-].[Na+]>O1CCCC1>[OH:10][CH2:11][C@@H:16]1[C@H:17]([CH3:20])[CH2:18][CH2:19][C@@H:15]1[C:14](=[CH2:21])[CH2:13][OH:12] |f:0.1.2.3.4.5,8.9|. Procedure: 8.0 g (0.21 mol) of lithium aluminum hydride was suspended in 100 ml of anhydrous tetrahydrofuran, and 150 ml of an anhydrous tetrahydrofuran solution of methyl (1S, 4aS, 7R, 7aR)-1-acetoxy-7-methyl-1, 4a, 5, 6, 7, 7a-hexahydrocyclopenta[c]pyran-4-carboxylate obtained in Definite Example 52 (14.5 g, 0.057 mol) was added dropwise while being cooled by ice and stirred. The temperature was returned to room temperature and the reaction mixture was stirred for 3 hours. After 300 ml of ether was added...